From a dataset of the Open Reaction Database (ORD), a public repository of structured organic reaction records. describe an organic reaction: reactants, conditions, products, and yield The product is BrC1=NNC=2N=CC=3CN(CCC3C21)C(C(C2=CC=CC=C2)N2CCN(CC2)C(=O)OC(C)(C)C)=O (tert-butyl 4-(2-(1-bromo-8,9-dihydro-3H-pyrazolo[3,4-c][2,7]naphthyridin-7(6H)-yl)-2-oxo-1-phenylethyl)piperazine-1-carboxylate). As a reaction SMILES: [Br:1][C:2]1[C:14]2[C:13]3[CH2:12][CH2:11][N:10]([C:15](=[O:24])[CH:16](Cl)[C:17]4[CH:22]=[CH:21][CH:20]=[CH:19][CH:18]=4)[CH2:9][C:8]=3[CH:7]=[N:6][C:5]=2[NH:4][N:3]=1.CCN(C(C)C)C(C)C.[N:34]1([C:40]([O:42][C:43]([CH3:46])([CH3:45])[CH3:44])=[O:41])[CH2:39][CH2:38][NH:37][CH2:36][CH2:35]1>O1CCOCC1>[Br:1][C:2]1[C:14]2[C:13]3[CH2:12][CH2:11][N:10]([C:15](=[O:24])[CH:16]([N:37]4[CH2:36][CH2:35][N:34]([C:40]([O:42][C:43]([CH3:46])([CH3:45])[CH3:44])=[O:41])[CH2:39][CH2:38]4)[C:17]4[CH:22]=[CH:21][CH:20]=[CH:19][CH:18]=4)[CH2:9][C:8]=3[CH:7]=[N:6][C:5]=2[NH:4][N:3]=1. Conditions: temperature 100 celsius. Reactants: BrC1=NNC=2N=CC=3CN(CCC3C21)C(C(C2=CC=CC=C2)Cl)=O (1-(1-bromo-8,9-dihydro-3H-pyrazolo[3,4-c][2,7]naphthyridin-7(6H)-yl)-2-chloro-2-phenylethanone), CCN(C(C)C)C(C)C (Hunig's Base), N1(CCNCC1)C(=O)OC(C)(C)C (tert-butyl piperazine-1-carboxylate). Run in O1CCOCC1 (1,4-dioxane). Reported procedure: To a solution of 1-(1-bromo-8,9-dihydro-3H-pyrazolo[3,4-c][2,7]naphthyridin-7(6H)-yl)-2-chloro-2-phenylethanone (0.38 g, 0.94 mmol) in 1,4-dioxane (15 mL) was added Hunig's Base (0.50 mL, 2.82 mmol) and tert-butyl piperazine-1-carboxylate (0.349 g, 1.88 mmol). The reaction mixture was heated at 100° C. for 16 hours. The solvent was removed under reduced pressure and the crude product was purified using (SiO2, gradient from 80% EtOAc in hexanes to 100% EtOAc in hexane) to give the desired product... Isolated yield 36.0%. The reactants are C1(CCCCC1)C1=CC=C(OC[C@@H]2CN=C(O2)N)C=C1 ((S)-5-(4-cyclohexyl-phenoxymethyl)-4,5-dihydro-oxazol-2-ylamine), C(C)OC(C#CCSC1=CC=CC=C1)=O (4-phenylsulfanyl-but-2-ynoic acid ethyl ester). Run in C(Cl)(Cl)Cl (CHCl3). Product: C1(CCCCC1)C1=CC=C(OC[C@@H]2CN3C(=NC(C=C3CSC3=CC=CC=C3)=O)O2)C=C1 ((S)-2-(4-Cyclohexyl-phenoxymethyl)-5-phenylsulfanylmethyl-2,3-dihydro-oxazolo[3,2-a]pyrimidin-7-one). RXN SMILES: [CH:1]1([C:7]2[CH:20]=[CH:19][C:10]([O:11][CH2:12][C@H:13]3[O:17][C:16]([NH2:18])=[N:15][CH2:14]3)=[CH:9][CH:8]=2)[CH2:6][CH2:5][CH2:4][CH2:3][CH2:2]1.C([O:23][C:24](=O)[C:25]#[C:26][CH2:27][S:28][C:29]1[CH:34]=[CH:33][CH:32]=[CH:31][CH:30]=1)C>C(Cl)(Cl)Cl>[CH:1]1([C:7]2[CH:20]=[CH:19][C:10]([O:11][CH2:12][C@H:13]3[O:17][C:16]4=[N:18][C:24](=[O:23])[CH:25]=[C:26]([CH2:27][S:28][C:29]5[CH:34]=[CH:33][CH:32]=[CH:31][CH:30]=5)[N:15]4[CH2:14]3)=[CH:9][CH:8]=2)[CH2:2][CH2:3][CH2:4][CH2:5][CH2:6]1. Reported procedure: The title compound was prepared from (S)-5-(4-cyclohexyl-phenoxymethyl)-4,5-dihydro-oxazol-2-ylamine and 4-phenylsulfanyl-but-2-ynoic acid ethyl ester employing the procedure described in Example 94. [α]D25 −19.40 (c 0.5, CHCl3). The reactants are C1CCNCC1, CN(C)C=O, CN1Cc2c(-c3noc(CCl)n3)ncn2-c2ccc(F)cc2C1=O. The product is CN1Cc2c(-c3noc(CN4CCCCC4)n3)ncn2-c2ccc(F)cc2C1=O. Reaction SMILES: [CH2:25]1[CH2:26][CH2:27][NH:28][CH2:29][CH2:30]1.[CH3:31][N:32]([CH3:33])[CH:34]=[O:35].[Cl:1][CH2:2][c:3]1[n:4][c:5](-[c:8]2[n:9][cH:10][n:11]3[c:12]2[CH2:13][N:14]([CH3:24])[C:15](=[O:23])[c:16]2[c:17]-3[cH:18][cH:19][c:20]([F:22])[cH:21]2)[n:6][o:7]1>>[CH2:2]([c:3]1[n:4][c:5](-[c:8]2[n:9][cH:10][n:11]3[c:12]2[CH2:13][N:14]([CH3:24])[C:15](=[O:23])[c:16]2[c:17]-3[cH:18][cH:19][c:20]([F:22])[cH:21]2)[n:6][o:7]1)[N:28]1[CH2:27][CH2:26][CH2:25][CH2:30][CH2:29]1. Starting materials: ClC1=CC=C(C=C1)N1C(N(C(C1)=O)C)=N (1-(p-chlorophenyl)-2-imino-3-methyl-4-oxo-imidazolidine), Cl (HCl). The product is Cl.ClC1=CC=C(C=C1)N1C(N(C(C1)=O)C)=N (1-(p-Chlorophenyl)-2-imino-3-methyl-4-oxoimidazolidine hydrochloride). RXN SMILES: [Cl:1][C:2]1[CH:7]=[CH:6][C:5]([N:8]2[CH2:12][C:11](=[O:13])[N:10]([CH3:14])[C:9]2=[NH:15])=[CH:4][CH:3]=1.Cl>>[ClH:1].[Cl:1][C:2]1[CH:3]=[CH:4][C:5]([N:8]2[CH2:12][C:11](=[O:13])[N:10]([CH3:14])[C:9]2=[NH:15])=[CH:6][CH:7]=1 |f:2.3|. Reported procedure: 3.0 g. of 1-(p-chlorophenyl)-2-imino-3-methyl-4-oxo-imidazolidine was dissolved in 25 ml. of ethanolic HCl. This solution was filtered and added to an excess of ether upon which the hydrochloride precipitated. This was filtered, dried, and recrystallized from ethanol to give 0.8 g. product, m.p. 276°-8° C. the ethanol filtrate was concentrated to give an additional 1.1 g. of material. The total yield of product was 1.9 g. (55%). Starting materials: O=C(O)c1ccccc1, ClC(Cl)Cl, Cn1c(=O)cc(N2CCCC(N)C2)n(Cc2ccccc2C#N)c1=O, O=S(Cl)Cl. Yields the product Cn1c(=O)c(Cl)c(N2CCCC(N)C2)n(Cc2ccccc2C#N)c1=O. RXN SMILES: [C:1]([OH:2])(=[O:3])[c:4]1[cH:5][cH:6][cH:7][cH:8][cH:9]1.[Cl:39][CH:40]([Cl:41])[Cl:42].[NH2:10][CH:11]1[CH2:12][N:13]([c:17]2[cH:18][c:19](=[O:34])[n:20]([CH3:33])[c:21](=[O:32])[n:22]2[CH2:23][c:24]2[c:25]([C:26]#[N:27])[cH:28][cH:29][cH:30][cH:31]2)[CH2:14][CH2:15][CH2:16]1.[S:35]([Cl:36])([Cl:37])=[O:38]>>[NH2:10][CH:11]1[CH2:12][N:13]([c:17]2[c:18]([Cl:37])[c:19](=[O:34])[n:20]([CH3:33])[c:21](=[O:32])[n:22]2[CH2:23][c:24]2[c:25]([C:26]#[N:27])[cH:28][cH:29][cH:30][cH:31]2)[CH2:14][CH2:15][CH2:16]1. The reactants are COC1(N=CC(NC2=C1C=C(C=C2)[N+](=O)[O-])=O)C2=CC=CC=C2 (5-methoxy-7-nitro-5-phenyl-1,5-dihydro-2H-1,4-benzodiazepin-2-one), CN(C=O)C (dimethylformamide), [H-].[Na+] (sodium hydride), suspension, CI (Methyl iodide). Run in O (water), C(C)OCC (diethyl ether). Run at temperature -30 celsius, time 10 minute. Product: COC1(N=CC(N(C2=C1C=C(C=C2)[N+](=O)[O-])C)=O)C2=CC=CC=C2 (5-methoxy-1methyl-7-nitro-5-phenyl-1,5-dihydro-2H-1,4-benzodiazepin-2-one). As a reaction SMILES: [CH3:1][O:2][C:3]1([C:18]2[CH:23]=[CH:22][CH:21]=[CH:20][CH:19]=2)[C:9]2[CH:10]=[C:11]([N+:14]([O-:16])=[O:15])[CH:12]=[CH:13][C:8]=2[NH:7][C:6](=[O:17])[CH:5]=[N:4]1.[CH3:24]N(C)C=O.[H-].[Na+].CI>C(OCC)C.O>[CH3:1][O:2][C:3]1([C:18]2[CH:19]=[CH:20][CH:21]=[CH:22][CH:23]=2)[C:9]2[CH:10]=[C:11]([N+:14]([O-:16])=[O:15])[CH:12]=[CH:13][C:8]=2[N:7]([CH3:24])[C:6](=[O:17])[CH:5]=[N:4]1 |f:2.3|. Procedure: To a mixture of 5-methoxy-7-nitro-5-phenyl-1,5-dihydro-2H-1,4-benzodiazepin-2-one (920 mg) and dry dimethylformamide (8 ml), sodium hydride (50% suspension in a mineral oil; 156 mg) is added under cooling at -30° C. for 15 minutes. Methyl iodide (842 mg) is added to the mixture, which is stirred at room temperature for 10 minutes. The reaction mixture is poured into icy water, and shaken with diethyl ether. The organic layer is dried over sodium sulfate and evaporated to remove the solvent. The ... Reactants: O=C1NC(=O)C(=Cc2ccc(-c3cccc(C(=O)NCc4ccccc4)c3)cc2)S1, CN(C)C=O. Yields the product O=C1NC(=O)C(Cc2ccc(-c3cccc(C(=O)NCc4ccccc4)c3)cc2)S1. Reaction SMILES: [CH2:1]([c:2]1[cH:3][cH:4][cH:5][cH:6][cH:7]1)[NH:8][C:9](=[O:10])[c:11]1[cH:12][c:13](-[c:17]2[cH:18][cH:19][c:20]([CH:23]=[C:24]3[C:25](=[O:30])[NH:26][C:27](=[O:29])[S:28]3)[cH:21][cH:22]2)[cH:14][cH:15][cH:16]1.[CH3:31][N:32]([CH3:33])[CH:34]=[O:35]>>[CH2:1]([c:2]1[cH:3][cH:4][cH:5][cH:6][cH:7]1)[NH:8][C:9](=[O:10])[c:11]1[cH:12][c:13](-[c:17]2[cH:18][cH:19][c:20]([CH2:23][CH:24]3[C:25](=[O:30])[NH:26][C:27](=[O:29])[S:28]3)[cH:21][cH:22]2)[cH:14][cH:15][cH:16]1. Reactants: C1CCOC1, COC(=O)COc1ccc(-c2ccc3c(c2)c(C)c(C)n3Cc2ccccc2)cc1, CO, [K+], [OH-]. Yields the product Cc1c(C)n(Cc2ccccc2)c2ccc(-c3ccc(OCC(=O)O)cc3)cc12. RXN SMILES: [CH2:33]1[O:34][CH2:35][CH2:36][CH2:37]1.[CH3:1][O:2][C:3]([CH2:4][O:5][c:6]1[cH:7][cH:8][c:9](-[c:12]2[cH:13][c:14]3[c:15]([CH3:29])[c:16]([CH3:28])[n:17]([CH2:21][c:22]4[cH:23][cH:24][cH:25][cH:26][cH:27]4)[c:18]3[cH:19][cH:20]2)[cH:10][cH:11]1)=[O:30].[CH3:38][OH:39].[K+:32].[OH-:31]>>[O:2]=[C:3]([CH2:4][O:5][c:6]1[cH:7][cH:8][c:9](-[c:12]2[cH:13][c:14]3[c:15]([CH3:29])[c:16]([CH3:28])[n:17]([CH2:21][c:22]4[cH:23][cH:24][cH:25][cH:26][cH:27]4)[c:18]3[cH:19][cH:20]2)[cH:10][cH:11]1)[OH:30]. The reactants are CCOP1(=O)OCc2ccccc21, O. Product: O=P1(O)OCc2ccccc21. Reaction SMILES: [CH2:1]([CH3:2])[O:3][P:4]1(=[O:13])[O:5][CH2:6][c:7]2[c:8]1[cH:9][cH:10][cH:11][cH:12]2.[OH2:14]>>[O:3]=[P:4]1([OH:13])[O:5][CH2:6][c:7]2[c:8]1[cH:9][cH:10][cH:11][cH:12]2. The reactants are CI, CCOC(C)=O, [Cl-], CC1(C2CC2)NC(=O)Nc2ccc(-c3cccc(Cl)c3)cc21, Cl, [H-], [NH4+], [Na+], CN(C)C=O. The product is CN1C(=O)Nc2ccc(-c3cccc(Cl)c3)cc2C1(C)C1CC1. As a reaction SMILES: [CH3:25][I:26].[CH3:35][CH2:36][O:37][C:38](=[O:39])[CH3:40].[Cl-:27].[Cl:1][c:2]1[cH:3][c:4](-[c:8]2[cH:9][c:10]3[c:15]([cH:16][cH:17]2)[NH:14][C:13](=[O:18])[NH:12][C:11]3([CH3:19])[CH:20]2[CH2:21][CH2:22]2)[cH:5][cH:6][cH:7]1.[ClH:29].[H-:23].[NH4+:28].[Na+:24].[O:30]=[CH:31][N:32]([CH3:33])[CH3:34]>>[Cl:1][c:2]1[cH:3][c:4](-[c:8]2[cH:9][c:10]3[c:15]([cH:16][cH:17]2)[NH:14][C:13](=[O:18])[N:12]([CH3:25])[C:11]3([CH3:19])[CH:20]2[CH2:21][CH2:22]2)[cH:5][cH:6][cH:7]1.